This data is from the Open Reaction Database (ORD), a public repository of structured organic reaction records. The task is: describe an organic reaction: reactants, conditions, products, and yield Reactants: C=CCOc1cc(Br)ccc1C(Nc1ccccc1)C(CCC(O[Si](C)(C)C(C)(C)C)c1ccc(F)cc1)C(=O)N1C(=O)OCC1Cc1ccccc1, CCCC[N+](CCCC)(CCCC)CCCC, COC(C)(C)C, [F-], O, O, O. Product: C=CCOc1cc(Br)ccc1C1C(CCC(O[Si](C)(C)C(C)(C)C)c2ccc(F)cc2)C(=O)N1c1ccccc1. RXN SMILES: [CH2:1]([CH:2]=[CH2:3])[O:4][c:5]1[c:6]([CH:12]([CH:13]([C:14](=[O:15])[N:16]2[CH:17]([CH2:18][c:19]3[cH:20][cH:21][cH:22][cH:23][cH:24]3)[CH2:25][O:26][C:27]2=[O:28])[CH2:29][CH2:30][CH:31]([c:32]2[cH:33][cH:34][c:35]([F:38])[cH:36][cH:37]2)[O:39][Si:40]([CH3:41])([CH3:42])[C:43]([CH3:44])([CH3:45])[CH3:46])[NH:47][c:48]2[cH:49][cH:50][cH:51][cH:52][cH:53]2)[cH:7][cH:8][c:9]([Br:11])[cH:10]1.[CH2:58]([N+:59]([CH2:60][CH2:61][CH2:62][CH3:63])([CH2:64][CH2:65][CH2:66][CH3:67])[CH2:68][CH2:69][CH2:70][CH3:71])[CH2:72][CH2:73][CH3:74].[CH3:75][O:76][C:77]([CH3:78])([CH3:79])[CH3:80].[F-:57].[OH2:54].[OH2:55].[OH2:56]>>[CH2:1]([CH:2]=[CH2:3])[O:4][c:5]1[c:6]([CH:12]2[CH:13]([CH2:29][CH2:30][CH:31]([c:32]3[cH:33][cH:34][c:35]([F:38])[cH:36][cH:37]3)[O:39][Si:40]([CH3:41])([CH3:42])[C:43]([CH3:44])([CH3:45])[CH3:46])[C:14](=[O:15])[N:47]2[c:48]2[cH:49][cH:50][cH:51][cH:52][cH:53]2)[cH:7][cH:8][c:9]([Br:11])[cH:10]1. Starting materials: ClC=1C=C(C(=C(C1)NS(=O)(=O)C)C)OCC=1NCCN1 (N-[5-chloro-3-(4,5-dihydro-1H-imidazol-2-ylmethoxy)-2-methylphenyl]methane-sulfonamide), ClC1=C(C(=C(C=C1)NS(=O)(=O)C)C)OCC=1NCCN1 (N-[4-chloro-3-(4,5-dihydro-1H-imidazol-2-ylmethoxy)-2-methylphenyl]methane-sulfonamide), ClC=1C=C(C(=C(N)C1)C)[N+](=O)[O-] (5-chloro-2-methyl-3-nitroaniline). Product: Cl.ClC=1C=C(C(=C(C1)NS(=O)(=O)C)C)OCC=1NCCN1 (N-[5-chloro-3-(4,5-dihydro-1H-imidazol-2-ylmethoxy)-2-methylphenyl]methanesulfonamide hydrochloride). Reaction SMILES: [Cl:1][C:2]1[CH:3]=[C:4]([O:14][CH2:15][C:16]2[NH:17][CH2:18][CH2:19][N:20]=2)[C:5]([CH3:13])=[C:6]([NH:8][S:9]([CH3:12])(=[O:11])=[O:10])[CH:7]=1.ClC1C=CC(NS(C)(=O)=O)=C(C)C=1OCC1NCCN=1.ClC1C=C([N+]([O-])=O)C(C)=C(C=1)N>>[ClH:1].[Cl:1][C:2]1[CH:3]=[C:4]([O:14][CH2:15][C:16]2[NH:20][CH2:19][CH2:18][N:17]=2)[C:5]([CH3:13])=[C:6]([NH:8][S:9]([CH3:12])(=[O:11])=[O:10])[CH:7]=1 |f:3.4|. Reported procedure: N-[5-chloro-3-(4,5-dihydro-1H-imidazol-2-ylmethoxy)-2-methylphenyl]methane-sulfonamide, mp 198.1-199.3° C., was prepared in a similar manner to that described above for N-[4-chloro-3-(4,5-dihydro-1H-imidazol-2-ylmethoxy)-2-methylphenyl]methane-sulfonamide, except the starting material was 5-chloro-2-methyl-3-nitroaniline described in Scheme Q (Example 6D). Reaction SMILES: [CH3:1][N:2]([CH3:16])[S:3]([N:6]1[CH:10]=[C:9]([C:11](OCC)=[O:12])[N:8]=[CH:7]1)(=[O:5])=[O:4].[H-].C([Al+]CC(C)C)C(C)C>>[OH:12][CH2:11][C:9]1[N:8]=[CH:7][N:6]([S:3](=[O:5])(=[O:4])[N:2]([CH3:1])[CH3:16])[CH:10]=1 |f:1.2|. Yields the product OCC=1N=CN(C1)S(N(C)C)(=O)=O (4-hydroxymethyl-1-(dimethylsulphamoyl)-imidazole). Procedure: Crude ethyl 1-(dimethylsulphamoyl)imidazole-4-carboxylate, from method 1, was reduced with diisobutylaluminium hydride to give 4-hydroxymethyl-1-(dimethylsulphamoyl)-imidazole. A mixture of this product (1.09 g) in methylene chloride (10 ml), dihydropyran (1.0 ml), pyridinium tosylate (1.26 g) and a few crystals of tosic acid was stirred at room temperature for 60 hours. Solvent was removed and the residue worked up to give 1-(dimethylsulphamoyl)-4-(tetrahydropyran-2-yloxy)imidazole, as an oil. ... Reactants: CN(S(=O)(=O)N1C=NC(=C1)C(=O)OCC)C (ethyl 1-(dimethylsulphamoyl)imidazole-4-carboxylate), [H-].C(C(C)C)[Al+]CC(C)C (diisobutylaluminium hydride). Starting materials: B(Br)(Br)Br (boron tribromide), CO (methanol), [OH-].[Na+] (sodium hydroxide), FC1=C(C=CC(=C1)C(F)(F)F)C1=C(N(N=N1)C1=CC=C(C=C1)OC)N (5-(2-Fluoro-4-trifluoromethyl-phenyl)-3-(4-methoxy-phenyl)-3H-[1,2,3]triazol-4-ylamine). Solvent: ClCCl (dichloromethane), O (water), ClCCl (dichloromethane). Run at time 8 hour. The product is NC1=C(N=NN1C1=CC=C(C=C1)O)C1=C(C=C(C=C1)C(F)(F)F)F (4-[5-Amino-4-(2-fluoro-4-trifluoromethyl-phenyl)-[1,2,3]triazol-1-yl]-phenol). Isolated yield 88.0%. Reaction SMILES: [F:1][C:2]1[CH:7]=[C:6]([C:8]([F:11])([F:10])[F:9])[CH:5]=[CH:4][C:3]=1[C:12]1[N:16]=[N:15][N:14]([C:17]2[CH:22]=[CH:21][C:20]([O:23]C)=[CH:19][CH:18]=2)[C:13]=1[NH2:25].B(Br)(Br)Br.CO.[OH-].[Na+]>ClCCl.O>[NH2:25][C:13]1[N:14]([C:17]2[CH:22]=[CH:21][C:20]([OH:23])=[CH:19][CH:18]=2)[N:15]=[N:16][C:12]=1[C:3]1[CH:4]=[CH:5][C:6]([C:8]([F:9])([F:10])[F:11])=[CH:7][C:2]=1[F:1] |f:3.4|. Procedure: To a stirred solution of 5-(2-fluoro-4-trifluoromethyl-phenyl)-3-(4-methoxy-phenyl)-3H-[1,2,3]triazol-4-ylamine (16) (0.450 g, 1.2774 mmol) in anhydrous dichloromethane (15 ml), cooled to −78° C. and under a nitrogen flow, a solution of boron tribromide (2.240 g, ˜0.84 ml, 8.9418 mmol) in 5 ml of anhydrous dichloromethane is added drop-wise. The mixture is allowed to reach room temperature spontaneously overnight and it is then cooled again in an ice-salt bath and the excess of the reagent is de... Reactants: ClC=1C=C(NC)C=CC1 (3-chloro-N-methylaniline), C([O-])([O-])=O.[Na+].[Na+] (sodium carbonate), BrCC(=O)OCC (ethyl bromoacetate). Solvent: C(C)O (ethanol), CCOCC (ether). Run at time 1 hour. Product: C(C)OC(CN(C)C1=CC(=CC=C1)Cl)=O ([(3-Chloro-phenyl)-methyl-amino]-acetic acid ethyl ester). Isolated yield 64.2%. RXN SMILES: [Cl:1][C:2]1[CH:3]=[C:4]([CH:7]=[CH:8][CH:9]=1)[NH:5][CH3:6].C(=O)([O-])[O-].[Na+].[Na+].Br[CH2:17][C:18]([O:20][CH2:21][CH3:22])=[O:19]>C(O)C.CCOCC>[CH2:21]([O:20][C:18](=[O:19])[CH2:17][N:5]([C:4]1[CH:7]=[CH:8][CH:9]=[C:2]([Cl:1])[CH:3]=1)[CH3:6])[CH3:22] |f:1.2.3|. Procedure: To a solution of 3-chloro-N-methylaniline (0.50 g, 3.35 mmol) in ethanol (7 ml) were added sodium carbonate (0.53 g, 5.03 mmol) and ethyl bromoacetate (0.42 ml, 3.69 mmol). The resulting suspension was stirred at room temperature for 1 hour and was then heated at 100° C. for 15 min under microwave irradiation. The mixture was then cooled to room temperature, diluted with ether, and filtered. The filtrate was washed with 1 M aqueous hydrochloric acid, the phases separated, and the aqueous phase e...